The task is: describe an organic reaction: reactants, conditions, products, and yield. This data is from the Open Reaction Database (ORD), a public repository of structured organic reaction records. Starting materials: NNC(=O)c1cccnc1, COc1cc(-c2nc3sc4c(n3c2C=O)CCCC4)cc(OC)c1OC, CO, [K+], [OH-]. Product: COc1cc(-c2nc3sc4c(n3c2C=NNC(=O)c2cccnc2)CCCC4)cc(OC)c1OC. Reaction SMILES: [C:27]([c:28]1[cH:29][n:30][cH:31][cH:32][cH:33]1)(=[O:34])[NH:35][NH2:36].[CH3:1][O:2][c:3]1[cH:4][c:5](-[c:13]2[n:14][c:15]3[s:16][c:17]4[c:18]([n:19]3[c:20]2[CH:21]=[O:22])[CH2:23][CH2:24][CH2:25][CH2:26]4)[cH:6][c:7]([O:11][CH3:12])[c:8]1[O:9][CH3:10].[CH3:39][OH:40].[K+:38].[OH-:37]>>[CH3:1][O:2][c:3]1[cH:4][c:5](-[c:13]2[n:14][c:15]3[s:16][c:17]4[c:18]([n:19]3[c:20]2[CH:21]=[N:36][NH:35][C:27]([c:28]2[cH:29][n:30][cH:31][cH:32][cH:33]2)=[O:34])[CH2:23][CH2:24][CH2:25][CH2:26]4)[cH:6][c:7]([O:11][CH3:12])[c:8]1[O:9][CH3:10].